Dataset: the Open Reaction Database (ORD), a public repository of structured organic reaction records. Task: describe an organic reaction: reactants, conditions, products, and yield Starting materials: FC1=C(C(=CC=C1)OC)C1=C(C=NC=C1)NC ([4-(2-fluoro-6-methoxy-phenyl)-pyridin-3-yl]-methyl-amine), CS(=O)(=O)C=1C=C(C(=O)O)C=C(C1)C(F)(F)F (3-methanesulfonyl-5-trifluoromethyl-benzoic acid). Product: FC1=C(C(=CC=C1)OC)C1=C(C=NC=C1)N(C(C1=CC(=CC(=C1)C(F)(F)F)S(=O)(=O)C)=O)C (N-[4-(2-Fluoro-6-methoxy-phenyl)-pyridin-3-yl]-3-methanesulfonyl-N-methyl-5-trifluoromethyl-benzamide). As a reaction SMILES: [F:1][C:2]1[CH:7]=[CH:6][CH:5]=[C:4]([O:8][CH3:9])[C:3]=1[C:10]1[CH:15]=[CH:14][N:13]=[CH:12][C:11]=1[NH:16][CH3:17].[CH3:18][S:19]([C:22]1[CH:23]=[C:24]([CH:28]=[C:29]([C:31]([F:34])([F:33])[F:32])[CH:30]=1)[C:25]([OH:27])=O)(=[O:21])=[O:20]>>[F:1][C:2]1[CH:7]=[CH:6][CH:5]=[C:4]([O:8][CH3:9])[C:3]=1[C:10]1[CH:15]=[CH:14][N:13]=[CH:12][C:11]=1[N:16]([CH3:17])[C:25](=[O:27])[C:24]1[CH:28]=[C:29]([C:31]([F:34])([F:33])[F:32])[CH:30]=[C:22]([S:19]([CH3:18])(=[O:20])=[O:21])[CH:23]=1. Procedure details: The title compound was prepared in analogy to Example 90, from [4-(2-fluoro-6-methoxy-phenyl)-pyridin-3-yl]-methyl-amine and 3-methanesulfonyl-5-trifluoromethyl-benzoic acid (example 114, intermediate a) after a reaction time of 18 hours. The residue was purified by silica gel chromatography on a 20 g column using a MPLC system (CombiFlash Companion, Isco Inc.) eluting with a gradient of n-heptane:EtOAc (100:0 to 0:100). White solid (58%). MS (ESI): m/z=483.100 [M+H]+. Starting materials: CC1=C(C(=C(C#N)C(=C1F)F)F)F (4-methyl-2,3,5,6-tetrafluorobenzonitrile), C(C)(=O)O (acetic acid), [H][H] (hydrogen), [H][H] (hydrogen). Reagents/catalysts: [Pd] (palladium on carbon). Run in O (water). Run at time 2 hour. Yields the product C(C)(=O)[O-].CC1=C(C(=C(C[NH3+])C(=C1F)F)F)F (4-methyl-2,3,5,6-tetrafluorobenzylammonium acetate). The yield is 73.8%. RXN SMILES: [CH3:1][C:2]1[C:9]([F:10])=[C:8]([F:11])[C:5]([C:6]#[N:7])=[C:4]([F:12])[C:3]=1[F:13].[C:14]([OH:17])(=[O:16])[CH3:15].[H][H]>[Pd].O>[C:14]([O-:17])(=[O:16])[CH3:15].[CH3:1][C:2]1[C:3]([F:13])=[C:4]([F:12])[C:5]([CH2:6][NH3+:7])=[C:8]([F:11])[C:9]=1[F:10] |f:5.6|. Procedure details: A mixture of 30.0 g 4-methyl-2,3,5,6-tetrafluorobenzonitrile (0.1556 mol), 0.3 g wetting agent (Nopco 8050), 1.40 g palladium on carbon Johnson Matthey type 58 catalyst, 150 g glacial acetic acid and 217 g water was stirred under 5 barg hydrogen pressure. The reaction temperature was allowed to increase from an initial 5° C. to 30° C. over 3 hours, the reaction then being continued for a further 2 hours at which time no further hydrogen was seen to be taken up. The catalyst was removed by filtra... Reactants: COc1ccc(C#N)cc1C(=O)NCCBr, O=C([O-])[O-], O=C(c1ccc(F)cc1)C1CCNCC1, [K+], [K+], C1COCCO1. Yields the product COc1ccc(C#N)cc1C(=O)NCCN1CCC(C(=O)c2ccc(F)cc2)CC1. Reaction SMILES: [Br:16][CH2:17][CH2:18][NH:19][C:20]([c:21]1[c:22]([O:29][CH3:30])[cH:23][cH:24][c:25]([C:27]#[N:28])[cH:26]1)=[O:31].[C:32](=[O:33])([O-:34])[O-:35].[F:1][c:2]1[cH:3][cH:4][c:5]([C:6](=[O:7])[CH:8]2[CH2:9][CH2:10][NH:11][CH2:12][CH2:13]2)[cH:14][cH:15]1.[K+:36].[K+:37].[O:38]1[CH2:39][CH2:40][O:41][CH2:42][CH2:43]1>>[F:1][c:2]1[cH:3][cH:4][c:5]([C:6](=[O:7])[CH:8]2[CH2:9][CH2:10][N:11]([CH2:17][CH2:18][NH:19][C:20]([c:21]3[c:22]([O:29][CH3:30])[cH:23][cH:24][c:25]([C:27]#[N:28])[cH:26]3)=[O:31])[CH2:12][CH2:13]2)[cH:14][cH:15]1. The reactants are C(C)(C)(C)OC(N(C)[C@@H]1CC[C@H](CC1)O)=O (trans-(4-Hydroxy-cyclohexyl)-methyl-carbamic acid tert-butyl ester), BrCCCCCCBr (1,6-dibromohexane). Product: C(C)(C)(C)OC(N(C)[C@@H]1CC[C@H](CC1)OCCCCCCBr)=O (trans-[4-(6-Bromo-hexyloxy)-cyclohexyl]-methyl-carbamic acid tert-butyl ester). RXN SMILES: [C:1]([O:5][C:6](=[O:16])[N:7]([C@H:9]1[CH2:14][CH2:13][C@H:12]([OH:15])[CH2:11][CH2:10]1)[CH3:8])([CH3:4])([CH3:3])[CH3:2].[Br:17][CH2:18][CH2:19][CH2:20][CH2:21][CH2:22][CH2:23]Br>>[C:1]([O:5][C:6](=[O:16])[N:7]([C@H:9]1[CH2:10][CH2:11][C@H:12]([O:15][CH2:23][CH2:22][CH2:21][CH2:20][CH2:19][CH2:18][Br:17])[CH2:13][CH2:14]1)[CH3:8])([CH3:4])([CH3:2])[CH3:3]. Reported procedure: In analogy to examples 1.4 and 1.5, trans-(4-Hydroxy-cyclohexyl)-methyl-carbamic acid tert-butyl ester was reacted with 1,6-dibromohexane to yield trans-[4-(6-Bromo-hexyloxy)-cyclohexyl]-methyl-carbamic acid tert-butyl ester which was reacted with N-allylmethylamine to yield trans-(4-[6-(Allyl-methyl-amino)-hexyloxy]-cyclohexyl)-methyl-carbamic acid tert-butyl ester as light brown oil, MS: 382 (M). The reactants are NC1=CC(=NC=C1[N+](=O)[O-])Cl (4-amino-2-chloro-5-nitropyridine), NC1=NC(=NC(=C1)C)C (4-amino-2,6-dimethylpyrimidine), CC1(C2=C(C(=CC=C2)P(C3=CC=CC=C3)C4=CC=CC=C4)OC5=C(C=CC=C51)P(C6=CC=CC=C6)C7=CC=CC=C7)C (XantPhos), C(=O)([O-])[O-].[Cs+].[Cs+] (Cs2CO3). The reagents and catalysts are C=1C=CC(=CC1)/C=C/C(=O)/C=C/C2=CC=CC=C2.C=1C=CC(=CC1)/C=C/C(=O)/C=C/C2=CC=CC=C2.C=1C=CC(=CC1)/C=C/C(=O)/C=C/C2=CC=CC=C2.[Pd].[Pd] (Pd2(dba)3). Solvent: O1CCOCC1 (dioxane). Reaction conditions: temperature 110 celsius. Product: CC1=NC(=CC(=N1)NC1=NC=C(C(=C1)N)[N+](=O)[O-])C (N-(2,6-dimethylpyrimidin-4-yl)-5-nitropyridine-2,4-diamine). The yield is 23.2%. RXN SMILES: [NH2:1][C:2]1[C:7]([N+:8]([O-:10])=[O:9])=[CH:6][N:5]=[C:4](Cl)[CH:3]=1.[NH2:12][C:13]1[CH:18]=[C:17]([CH3:19])[N:16]=[C:15]([CH3:20])[N:14]=1.CC1(C)C2C(=C(P(C3C=CC=CC=3)C3C=CC=CC=3)C=CC=2)OC2C(P(C3C=CC=CC=3)C3C=CC=CC=3)=CC=CC1=2.C([O-])([O-])=O.[Cs+].[Cs+]>C1C=CC(/C=C/C(/C=C/C2C=CC=CC=2)=O)=CC=1.C1C=CC(/C=C/C(/C=C/C2C=CC=CC=2)=O)=CC=1.C1C=CC(/C=C/C(/C=C/C2C=CC=CC=2)=O)=CC=1.[Pd].[Pd].O1CCOCC1>[CH3:20][C:15]1[N:14]=[C:13]([NH:12][C:4]2[CH:3]=[C:2]([NH2:1])[C:7]([N+:8]([O-:10])=[O:9])=[CH:6][N:5]=2)[CH:18]=[C:17]([CH3:19])[N:16]=1 |f:3.4.5,6.7.8.9.10|. Procedure details: To a 200 ml flask was added 4-amino-2-chloro-5-nitropyridine (1.00 g, 5.76 mmol), 4-amino-2,6-dimethylpyrimidine (1.42 g, 11.5 mmol), Pd2(dba)3 (0.528 g, 0.576 mmol), XantPhos (0.400 g, 0.691 mmol), Cs2CO3 (4.13 g, 12.7 mmol) and dioxane (45 mL). The mixture was degassed with N2 for 2 min and then heated at 110° C. for 16 hrs. After cooling to room temperature the reaction was filtered and concentrated under reduced pressure. The residue was purified by column chromatography on silica gel (0-10%... Starting materials: COC(C1=C(C=CC(=C1)C1=CC=C(C=C1)F)O)=O (methyl-2-hydroxy-5-(4'-fluorophenyl)-benzoate), N (ammonia), N (ammonia). The product is OC1=C(C(=O)N)C=C(C=C1)C1=CC=C(C=C1)F (2-hydroxy-5-(4'-fluorophenyl)-benzamide). RXN SMILES: C[O:2][C:3](=O)[C:4]1[CH:9]=[C:8]([C:10]2[CH:15]=[CH:14][C:13]([F:16])=[CH:12][CH:11]=2)[CH:7]=[CH:6][C:5]=1[OH:17].[NH3:19]>>[OH:17][C:5]1[CH:6]=[CH:7][C:8]([C:10]2[CH:15]=[CH:14][C:13]([F:16])=[CH:12][CH:11]=2)=[CH:9][C:4]=1[C:3]([NH2:19])=[O:2]. Procedure details: A mixture of 5.3 grams of methyl-2-hydroxy-5-(4'-fluorophenyl)-benzoate and 20 ml. of liquid ammonia is reacted in a bomb at 100° C. for 4 hours. After cooling the bomb is opened and the ammonia allowed to evaporate. The residue is then recrystallized from benzene to yield 2-hydroxy-5-(4'-fluorophenyl)-benzamide (m.p. 206° - 207° C.).